Dataset: the Open Reaction Database (ORD), a public repository of structured organic reaction records. Task: describe an organic reaction: reactants, conditions, products, and yield Reactants: CCO, Cl, COc1ccc(C=O)c(F)c1OC, NO. The product is COc1ccc(C#N)c(F)c1OC. RXN SMILES: [CH3:17][CH2:18][OH:19].[ClH:14].[F:1][c:2]1[c:3]([CH:4]=[O:5])[cH:6][cH:7][c:8]([O:12][CH3:13])[c:9]1[O:10][CH3:11].[NH2:15][OH:16]>>[F:1][c:2]1[c:3]([C:4]#[N:15])[cH:6][cH:7][c:8]([O:12][CH3:13])[c:9]1[O:10][CH3:11]. The product is FC1=CC=C(C=C1)C1=NOC=C1C(=O)Cl (3-(4-fluorophenyl)isoxazole-4-carbonyl chloride). Procedure: A solution of 0.3 g of Compound 8D in 1.05 mL of thionyl chloride was refluxed for 1 h under N2 atmosphere. After cooling to r.t., the solvent was evaporated to dryness and the so obtained crude 3-(4-fluorophenyl)isoxazole-4-carbonyl chloride dissolved in 10 mL of chloroform. Afterwards a solution of 0.48 g of Compound 8B and 0.6 mL of triethylamine in 10 mL of chloroform was added and the resulting mixture stirred at r.t. for 18 h. The solvent was washed with water, dried (sodium sulphate), fil... RXN SMILES: [F:1][C:2]1[CH:7]=[CH:6][C:5]([C:8]2[C:12]([C:13]([OH:15])=O)=[CH:11][O:10][N:9]=2)=[CH:4][CH:3]=1.S(Cl)([Cl:18])=O>>[F:1][C:2]1[CH:7]=[CH:6][C:5]([C:8]2[C:12]([C:13]([Cl:18])=[O:15])=[CH:11][O:10][N:9]=2)=[CH:4][CH:3]=1. Starting materials: FC1=CC=C(C=C1)C1=NOC=C1C(=O)O (3-(4-Fluorophenyl)isoxazole-4-carboxylic acid), S(=O)(Cl)Cl (thionyl chloride).